This data is from the Open Reaction Database (ORD), a public repository of structured organic reaction records. The task is: describe an organic reaction: reactants, conditions, products, and yield Starting materials: CCOC(=O)C=Cc1cccc(C(=O)OC(C)(C)C)c1, CCO, [Na+], [OH-]. The product is CC(C)(C)OC(=O)c1cccc(C=CC(=O)O)c1. As a reaction SMILES: [C:1]([CH3:2])([CH3:3])([CH3:4])[O:5][C:6](=[O:7])[c:8]1[cH:9][c:10]([CH:14]=[CH:15][C:16](=[O:17])[O:18][CH2:19][CH3:20])[cH:11][cH:12][cH:13]1.[CH3:23][CH2:24][OH:25].[Na+:22].[OH-:21]>>[C:1]([CH3:2])([CH3:3])([CH3:4])[O:5][C:6](=[O:7])[c:8]1[cH:9][c:10]([CH:14]=[CH:15][C:16](=[O:17])[OH:18])[cH:11][cH:12][cH:13]1. Starting materials: di-tertbutoxycarbonyl anhydride, NCCNCCN (Diethylenetriamine), [BH4-].[Na+] (Sodium borohydride), C(=O)(C(F)(F)F)O (TFA), [BH4-].[Na+] (sodium borohydride), hexahydrate, C(C)C1=CC(=C(C(N1)=O)C#N)C (6-ethyl-4-methyl-2-oxo-1,2-dihydro-3-pyridinecarbonitrile). Reagents/catalysts: [Ni](Cl)Cl (nickel(II) chloride). Solvent: CO (Methanol). Reaction conditions: time 8 hour. The product is NCC=1C(NC(=CC1C)CC)=O (3-(Aminomethyl)-6-ethyl-4-methyl-2(1H)-pyridinone). Isolated yield 91.5%. Reaction SMILES: [CH2:1]([C:3]1[NH:8][C:7](=[O:9])[C:6]([C:10]#[N:11])=[C:5]([CH3:12])[CH:4]=1)[CH3:2].[BH4-].[Na+].NCCNCCN.C(O)(C(F)(F)F)=O>CO.[Ni](Cl)Cl>[NH2:11][CH2:10][C:6]1[C:7](=[O:9])[NH:8][C:3]([CH2:1][CH3:2])=[CH:4][C:5]=1[CH3:12] |f:1.2|. Reported procedure: To a stirred solution of 6-ethyl-4-methyl-2-oxo-1,2-dihydro-3-pyridinecarbonitrile (1.462 g, 9.01 mmol) in Methanol (50 mL), cooled to 0° C. were added di-tertbutoxycarbonyl anhydride (4.19 mL, 18.03 mmol) and nickel(II) chloride.hexahydrate (0.214 g, 0.901 mmol). Sodium borohydride (2.387 g, 63.1 mmol) was added portionwise over 30 min, then the mixture was allowed to warm to room temperature and stirred overnight. Additional sodium borohydride (2.387 g, 63.1 mmol) was added and the reaction st...